Dataset: the Open Reaction Database (ORD), a public repository of structured organic reaction records. Task: describe an organic reaction: reactants, conditions, products, and yield Reactants: CN1C(SC2=C1C=CC(=C2)C(CBr)=O)=O (3-methyl-6-bromoacetylbenzothiazolin-2-one), FC(C(=O)O)(F)F (trifluoroacetic acid), C(C)[SiH](CC)CC (triethylsilane). The solvent is ice. Product: CN1C(SC2=C1C=CC(=C2)CCBr)=O (3-Methyl-6-(2-Bromoethyl)benzothiazolin-2-one). RXN SMILES: [CH3:1][N:2]1[C:6]2[CH:7]=[CH:8][C:9]([C:11](=O)[CH2:12][Br:13])=[CH:10][C:5]=2[S:4][C:3]1=[O:15].FC(F)(F)C(O)=O.C([SiH](CC)CC)C>>[CH3:1][N:2]1[C:6]2[CH:7]=[CH:8][C:9]([CH2:11][CH2:12][Br:13])=[CH:10][C:5]=2[S:4][C:3]1=[O:15]. Reported procedure: 0.15 tool of 3-methyl-6-bromoacetylbenzothiazolin-2-one (42.9 g) is dissolved in 1 mol of trifluoroacetic acid (77 cm3) in a 250 cm3 groundneck flask. 0.33 mol of triethylsilane (52.70 cm3) is introduced dropwise using a dropping funnel, with magnetic stirring. A calcium chloride drying tube is fitted and stirring is maintained for the required time at room temperature. The reaction mixture is poured into 500 cm3 of ice-cold water. The precipitate obtained is filtered off, washed with water unti...